This data is from the Open Reaction Database (ORD), a public repository of structured organic reaction records. The task is: describe an organic reaction: reactants, conditions, products, and yield The product is CC(C)(C)OC(=O)c1ccc(Oc2ccccc2)cc1NC(=O)c1cc(N2CCCCC2)ccc1O. Reaction SMILES: [C:56].[CH2:1]([c:2]1[cH:3][cH:4][cH:5][cH:6][cH:7]1)[O:8][c:9]1[c:10]([C:11](=[O:12])[NH:13][c:14]2[c:15]([C:16](=[O:17])[O:18][C:19]([CH3:20])([CH3:21])[CH3:22])[cH:23][cH:24][c:25]([O:27][c:28]3[cH:29][cH:30][cH:31][cH:32][cH:33]3)[cH:26]2)[cH:34][c:35]([N:38]2[CH2:39][CH2:40][CH2:41][CH2:42][CH2:43]2)[cH:36][cH:37]1.[CH3:48][CH2:49][O:50][C:51](=[O:52])[CH3:53].[CH3:54][OH:55].[CH:44]([Cl:45])([Cl:46])[Cl:47].[Pd:57]>>[OH:8][c:9]1[c:10]([C:11](=[O:12])[NH:13][c:14]2[c:15]([C:16](=[O:17])[O:18][C:19]([CH3:20])([CH3:21])[CH3:22])[cH:23][cH:24][c:25]([O:27][c:28]3[cH:29][cH:30][cH:31][cH:32][cH:33]3)[cH:26]2)[cH:34][c:35]([N:38]2[CH2:39][CH2:40][CH2:41][CH2:42][CH2:43]2)[cH:36][cH:37]1. The reactants are C, CC(C)(C)OC(=O)c1ccc(Oc2ccccc2)cc1NC(=O)c1cc(N2CCCCC2)ccc1OCc1ccccc1, CCOC(C)=O, CO, ClC(Cl)Cl, [Pd].